This data is from the Open Reaction Database (ORD), a public repository of structured organic reaction records. The task is: describe an organic reaction: reactants, conditions, products, and yield Reactants: C(CC)C1=NC2=C(N1CC1=CC=C(C=C1)C=1C(=CC=CC1)C(=O)OC(C)(C)C)C=C(C=C2)C2=NC1=C(N2CCCC)C=CC=C1 (tert.-butyl 4'-[(2-n-propyl-6-(1-butyl-benzimidazol-2-yl)-benzimidazol-1-yl)-methyl]biphenyl-2-carboxylate), FC(C(=O)O)(F)F (trifluoroacetic acid). The solvent is C(Cl)Cl (methylene chloride). Product: C(CC)C1=NC2=C(N1CC1=CC=C(C=C1)C=1C(=CC=CC1)C(=O)O)C=C(C=C2)C2=NC1=C(N2CCCC)C=CC=C1 (4'-[(2-n-Propyl-6-(1-butyl-benzimidazol-2-yl)-benzimidazol-1-yl)-methyl]biphenyl-2-carboxylic acid). RXN SMILES: [CH2:1]([C:4]1[N:8]([CH2:9][C:10]2[CH:15]=[CH:14][C:13]([C:16]3[C:17]([C:22]([O:24]C(C)(C)C)=[O:23])=[CH:18][CH:19]=[CH:20][CH:21]=3)=[CH:12][CH:11]=2)[C:7]2[CH:29]=[C:30]([C:33]3[N:37]([CH2:38][CH2:39][CH2:40][CH3:41])[C:36]4[CH:42]=[CH:43][CH:44]=[CH:45][C:35]=4[N:34]=3)[CH:31]=[CH:32][C:6]=2[N:5]=1)[CH2:2][CH3:3].FC(F)(F)C(O)=O>C(Cl)Cl>[CH2:1]([C:4]1[N:8]([CH2:9][C:10]2[CH:11]=[CH:12][C:13]([C:16]3[C:17]([C:22]([OH:24])=[O:23])=[CH:18][CH:19]=[CH:20][CH:21]=3)=[CH:14][CH:15]=2)[C:7]2[CH:29]=[C:30]([C:33]3[N:37]([CH2:38][CH2:39][CH2:40][CH3:41])[C:36]4[CH:42]=[CH:43][CH:44]=[CH:45][C:35]=4[N:34]=3)[CH:31]=[CH:32][C:6]=2[N:5]=1)[CH2:2][CH3:3]. Reported procedure: Prepared analogously to Example 1 from tert.-butyl 4'-[(2-n-propyl-6-(1-butyl-benzimidazol-2-yl)-benzimidazol-1-yl)-methyl]biphenyl-2-carboxylate and trifluoroacetic acid in methylene chloride. Starting materials: C(C=C)Br (Allyl bromide), OC=1C=CC2=C(SC(=C2)S(N)(=O)=O)C1 (6-hydroxy-2-sulfamoylbenzo[b]thiophene), C(=O)([O-])[O-].[K+].[K+] (K2CO3). The solvent is CS(=O)C (dimethylsulfoxide), O (water), O (water). Reaction conditions: time 24 hour. Yields the product C(C=C)OC=1C=CC2=C(SC(=C2)S(N)(=O)=O)C1 (6-allyloxy-2-sulfamoylbenzo[b]thiophene). As a reaction SMILES: [CH2:1](Br)[CH:2]=[CH2:3].[OH:5][C:6]1[CH:7]=[CH:8][C:9]2[CH:13]=[C:12]([S:14](=[O:17])(=[O:16])[NH2:15])[S:11][C:10]=2[CH:18]=1.C([O-])([O-])=O.[K+].[K+]>CS(C)=O.O>[CH2:1]([O:5][C:6]1[CH:7]=[CH:8][C:9]2[CH:13]=[C:12]([S:14](=[O:16])(=[O:17])[NH2:15])[S:11][C:10]=2[CH:18]=1)[CH:2]=[CH2:3] |f:2.3.4|. Procedure details: Allyl bromide (2.07 ml, 24.0 mmol) was added dropwise to a stirred solution of 6-hydroxy-2-sulfamoylbenzo[b]thiophene (5.0 g, 22.0 mmol) in dimethylsulfoxide (15.0 ml). A solution of K2CO3 (3.34 g, 24.0 mmol) in water (7.5 ml) was added dropwise to the reaction solution at 25° C. After 24 hours, the reaction mixture was diluted with water (50 ml). The solid that formed was collected and dried, 3.75 gm (13.9 mmol), m.p. 101°-102° C. The reactants are N1=CC(=CC2=CC=CC=C12)B(O)O (quinolin-3-ylboronic acid), ClC1=NC=CC(=N1)C1=CC=2C(NCC3(C2N1)CN(CC3)C(=O)OC(C)(C)C)=O (tert-butyl 2′-(2-chloropyrimidin-4-yl)-4′-oxo-1′,4′,5′,6′-tetrahydrospiro[pyrrolidine-3,7′-pyrrolo[3,2-c]pyridine]-1-carboxylate), C(=O)([O-])[O-].[K+].[K+] (K2CO3), C1(=CC=CC=C1)C (toluene). Reagents/catalysts: C=1C=CC(=CC1)[P](C=2C=CC=CC2)(C=3C=CC=CC3)[Pd]([P](C=4C=CC=CC4)(C=5C=CC=CC5)C=6C=CC=CC6)([P](C=7C=CC=CC7)(C=8C=CC=CC8)C=9C=CC=CC9)[P](C=1C=CC=CC1)(C=1C=CC=CC1)C=1C=CC=CC1 (tetrakis(triphenylphosphine)palladium(0)). The solvent is CCO (EtOH). Run at temperature 140 celsius, time 15 minute. Yields the product N1=CC(=CC2=CC=CC=C12)C1=NC=CC(=N1)C1=CC=2C(NCC3(C2N1)CNCC3)=O (2′-(2-(quinolin-3-yl)pyrimidin-4-yl)-5′,6′-dihydrospiro[pyrrolidine-3,7′-pyrrolo[3,2-c]pyridin]-4′(1′H)-one). Isolated yield 47.9%. Reaction SMILES: [N:1]1[C:10]2[C:5](=[CH:6][CH:7]=[CH:8][CH:9]=2)[CH:4]=[C:3](B(O)O)[CH:2]=1.Cl[C:15]1[N:20]=[C:19]([C:21]2[NH:29][C:28]3[C:27]4([CH2:33][CH2:32][N:31](C(OC(C)(C)C)=O)[CH2:30]4)[CH2:26][NH:25][C:24](=[O:41])[C:23]=3[CH:22]=2)[CH:18]=[CH:17][N:16]=1.C([O-])([O-])=O.[K+].[K+].C1(C)C=CC=CC=1>C1C=CC([P]([Pd]([P](C2C=CC=CC=2)(C2C=CC=CC=2)C2C=CC=CC=2)([P](C2C=CC=CC=2)(C2C=CC=CC=2)C2C=CC=CC=2)[P](C2C=CC=CC=2)(C2C=CC=CC=2)C2C=CC=CC=2)(C2C=CC=CC=2)C2C=CC=CC=2)=CC=1.CCO>[N:1]1[C:10]2[C:5](=[CH:6][CH:7]=[CH:8][CH:9]=2)[CH:4]=[C:3]([C:15]2[N:20]=[C:19]([C:21]3[NH:29][C:28]4[C:27]5([CH2:33][CH2:32][NH:31][CH2:30]5)[CH2:26][NH:25][C:24](=[O:41])[C:23]=4[CH:22]=3)[CH:18]=[CH:17][N:16]=2)[CH:2]=1 |f:2.3.4,^1:58,60,79,98|. Procedure details: A mixture of quinolin-3-ylboronic acid (53.2 μmol, 9.2 mg), D7 (53.2 μmol, 21.5 mg), 2 N aqueous K2CO3 (106 μL), toluene (837 μL) and EtOH (209 μL) was purged with nitrogen. Then tetrakis(triphenylphosphine)palladium(0) (2.7 μmol; 3.1 mg) was added. The reaction mixture was stirred for 15 minutes at 140° C. in the microwave. The mixture was washed with water (1 mL). Brine (1 mL) was added to the aqueous phase, followed by an extraction with EtOAc (2×2 mL). The combined organic phase was concentr... Starting materials: CC(=O)OC1C(C)=CC2C(C(C)=C(F)F)CCC(C)C23OC(C)(C)OC13, CO, Cc1ccc(S(=O)(=O)O)cc1. The product is CC(=O)OC1C(C)=CC2C(C(C)=C(F)F)CCC(C)C2(O)C1O. As a reaction SMILES: [C:1]([CH3:2])(=[O:3])[O:4][CH:5]1[C:6]([CH3:26])=[CH:7][CH:8]2[CH:9]([C:21](=[C:22]([F:23])[F:24])[CH3:25])[CH2:10][CH2:11][CH:12]([CH3:20])[C:13]23[CH:14]1[O:15][C:16]([CH3:18])([CH3:19])[O:17]3.[CH3:38][OH:39].[c:27]1([CH3:28])[cH:29][cH:30][c:31]([S:32]([OH:33])(=[O:34])=[O:35])[cH:36][cH:37]1>>[C:1]([CH3:2])(=[O:3])[O:4][CH:5]1[C:6]([CH3:26])=[CH:7][CH:8]2[CH:9]([C:21](=[C:22]([F:23])[F:24])[CH3:25])[CH2:10][CH2:11][CH:12]([CH3:20])[C:13]2([OH:17])[CH:14]1[OH:15]. Starting materials: ClC=1C=C(C=CC1Cl)[C@@H]1CNCC[C@H]1N(C(C1=CC=CC=C1)=O)C (N-[(3R*,4R*)-3-(3,4-dichlorophenyl)piperidin-4-yl]-N-methylbenzamide), C(C)(=O)N1CCC(CC1)C(=O)O (1-acetylpiperidine-4-carboxylic acid). The product is C(C)(=O)N1CCC(CC1)C(=O)N1C[C@H]([C@@H](CC1)N(C(C1=CC=CC=C1)=O)C)C1=CC(=C(C=C1)Cl)Cl (N-[(3R*,4R*)-1-[(1-acetylpiperidin-4-yl)carbonyl]-3-(3,4-dichlorophenyl)piperidin-4-yl]-N-methylbenzamide). Reaction SMILES: [Cl:1][C:2]1[CH:3]=[C:4]([C@H:9]2[C@H:14]([N:15]([CH3:24])[C:16](=[O:23])[C:17]3[CH:22]=[CH:21][CH:20]=[CH:19][CH:18]=3)[CH2:13][CH2:12][NH:11][CH2:10]2)[CH:5]=[CH:6][C:7]=1[Cl:8].[C:25]([N:28]1[CH2:33][CH2:32][CH:31]([C:34](O)=[O:35])[CH2:30][CH2:29]1)(=[O:27])[CH3:26]>>[C:25]([N:28]1[CH2:29][CH2:30][CH:31]([C:34]([N:11]2[CH2:12][CH2:13][C@@H:14]([N:15]([CH3:24])[C:16](=[O:23])[C:17]3[CH:22]=[CH:21][CH:20]=[CH:19][CH:18]=3)[C@H:9]([C:4]3[CH:5]=[CH:6][C:7]([Cl:8])=[C:2]([Cl:1])[CH:3]=3)[CH2:10]2)=[O:35])[CH2:32][CH2:33]1)(=[O:27])[CH3:26]. Procedure: Using the compound obtained in Example 14 and 1-acetylpiperidine-4-carboxylic acid, and by the reaction and purification in the same manner as in Example 3, the title compound was obtained.